From a dataset of the Open Reaction Database (ORD), a public repository of structured organic reaction records. describe an organic reaction: reactants, conditions, products, and yield Reactants: C(C)O.C(C)(=O)OCC (ethanol ethyl acetate), C1(C=2C(C(N1CCCSC1=CC=NC=C1)=O)=CC=CC2)=O (4-(3-phthalimidopropylthio)pyridine), [BH4-].[Na+] (sodium borohydride). Solvent: C(C)O (ethanol). Reaction conditions: time 5 hour. Yields the product OC1N(C(C2=CC=CC=C12)=O)CCCSC1=CC=NC=C1 (4-[3-(3-hydroxyisoindolin-1-on-2-yl)propylthio]pyridine). Yield: 54.4%. Reaction SMILES: [C:1]1(=[O:21])[N:5]([CH2:6][CH2:7][CH2:8][S:9][C:10]2[CH:15]=[CH:14][N:13]=[CH:12][CH:11]=2)[C:4](=[O:16])[C:3]2=[CH:17][CH:18]=[CH:19][CH:20]=[C:2]12.[BH4-].[Na+].C(O)C.C(OCC)(=O)C>C(O)C>[OH:21][CH:1]1[C:2]2[C:3](=[CH:17][CH:18]=[CH:19][CH:20]=2)[C:4](=[O:16])[N:5]1[CH2:6][CH2:7][CH2:8][S:9][C:10]1[CH:15]=[CH:14][N:13]=[CH:12][CH:11]=1 |f:1.2,3.4|. Procedure: To a solution of 5.97 g (20.0 mmol) of 4-(3-phthalimidopropylthio)pyridine in 300 ml of ethanol, 1.51 g (40 mmol) of sodium borohydride was added, and the mixture was stirred at room temperature for 5 hours. The solvent was distilled off and saturated saline was added to the residue. The mixture was extracted with chloroform and the extract was dried over anhydrous magnesium sulfate. The solvent was distilled off and the residue was purified by column chromatography (eluent: ethanol/ethyl acetat... The reactants are COC=1C=C2C=CC(=CC2=C(C1OC)OC)C=O (6,7,8-Trimethoxynaphthalene-2-carboaldehyde), C(C)OP(=O)(OCC)CC(=O)OCC (ethyl diethylphosphonoacetate). Product: COC=1C=C2C=CC(=CC2=C(C1OC)OC)C=CC(=O)OCC (Ethyl 3-(6,7,8-Trimethoxynaphthalen-2-yl)propenoate). As a reaction SMILES: [CH3:1][O:2][C:3]1[CH:4]=[C:5]2[C:10](=[C:11]([O:15][CH3:16])[C:12]=1[O:13][CH3:14])[CH:9]=[C:8]([CH:17]=O)[CH:7]=[CH:6]2.C(OP([CH2:27][C:28]([O:30][CH2:31][CH3:32])=[O:29])(OCC)=O)C>>[CH3:1][O:2][C:3]1[CH:4]=[C:5]2[C:10](=[C:11]([O:15][CH3:16])[C:12]=1[O:13][CH3:14])[CH:9]=[C:8]([CH:17]=[CH:27][C:28]([O:30][CH2:31][CH3:32])=[O:29])[CH:7]=[CH:6]2. Procedure: 6,7,8-Trimethoxynaphthalene-2-carboaldehyde (985 mg) and ethyl diethylphosphonoacetate (1.05 mL) were treated in the same manner as in Preparation Example 17 to obtain the title compound.